This data is from the Open Reaction Database (ORD), a public repository of structured organic reaction records. The task is: describe an organic reaction: reactants, conditions, products, and yield Starting materials: CCCCCC, C#CC(C)(O)CCCC(C)C. Reaction SMILES: [CH3:12][CH2:13][CH2:14][CH2:15][CH2:16][CH3:17].[CH3:1][C:2]([C:3]#[CH:4])([CH2:5][CH2:6][CH2:7][CH:8]([CH3:9])[CH3:10])[OH:11]>>[CH3:1][C:2]([CH:3]=[CH2:4])([CH2:5][CH2:6][CH2:7][CH:8]([CH3:9])[CH3:10])[OH:11]. Yields the product C=CC(C)(O)CCCC(C)C.